Task: describe an organic reaction: reactants, conditions, products, and yield. Dataset: the Open Reaction Database (ORD), a public repository of structured organic reaction records The reactants are [Si](C)(C)(C(C)(C)C)OC1CCC(CC1)N1N=C(C=2C(=NC=CC21)OC)C2=CC=C(C=C2)S(=O)(=O)N (4-(1-(4-((tert-butyl(dimethyl)silyl)oxy)cyclohexyl)-4-methoxy-1H-pyrazolo[4,3-c]pyridin-3-yl)benzenesulfonamide), [I-].[Na+] (sodium iodide), Cl[Si](C)(C)C (chloro(trimethyl)silane), C(O)([O-])=O.[Na+] (sodium hydrogencarbonate). Run in C(C)#N (acetonitrile). Reaction conditions: temperature 50 celsius, time 1 hour. Yields the product OC1CCC(CC1)N1N=C(C=2C(NC=CC21)=O)C2=CC=C(C=C2)S(=O)(=O)N (4-(1-(4-hydroxycyclohexyl)-4-oxo-4,5-dihydro-1H-pyrazolo[4,3-c]pyridin-3-yl)benzenesulfonamide). Isolated yield 74.8%. As a reaction SMILES: [Si]([O:8][CH:9]1[CH2:14][CH2:13][CH:12]([N:15]2[C:23]3[CH:22]=[CH:21][N:20]=[C:19]([O:24]C)[C:18]=3[C:17]([C:26]3[CH:31]=[CH:30][C:29]([S:32]([NH2:35])(=[O:34])=[O:33])=[CH:28][CH:27]=3)=[N:16]2)[CH2:11][CH2:10]1)(C(C)(C)C)(C)C.[I-].[Na+].Cl[Si](C)(C)C.C(=O)([O-])O.[Na+]>C(#N)C>[OH:8][CH:9]1[CH2:14][CH2:13][CH:12]([N:15]2[C:23]3[CH:22]=[CH:21][NH:20][C:19](=[O:24])[C:18]=3[C:17]([C:26]3[CH:31]=[CH:30][C:29]([S:32]([NH2:35])(=[O:34])=[O:33])=[CH:28][CH:27]=3)=[N:16]2)[CH2:11][CH2:10]1 |f:1.2,4.5|. Procedure details: To a solution of 4-(1-(4-((tert-butyl(dimethyl)silyl)oxy)cyclohexyl)-4-methoxy-1H-pyrazolo[4,3-c]pyridin-3-yl)benzenesulfonamide (50.0 mg) in 0.5 acetonitrile (3 mL) were added sodium iodide (36.0 mg) and chloro(trimethyl)silane (0.123 mL), and the mixture was stirred at 50° C. for 1 hr. To the reaction mixture was added saturated aqueous sodium hydrogencarbonate solution, and the mixture was extracted with ethyl acetate. The organic layer was washed with saturated brine, dried over anhydrous so... The reactants are CN(C)c1nc2c(C(=O)O)cccc2o1, Cl, Cl, NC1CN2CCC1CC2. The product is CN(C)c1nc2c(C(=O)NC3CN4CCC3CC4)cccc2o1. RXN SMILES: [CH3:1][N:2]([c:3]1[o:4][c:5]2[c:6]([n:7]1)[c:8]([C:12](=[O:13])[OH:14])[cH:9][cH:10][cH:11]2)[CH3:15].[ClH:16].[ClH:17].[NH2:18][CH:19]1[CH2:20][N:21]2[CH2:22][CH2:23][CH:24]1[CH2:25][CH2:26]2>>[CH3:1][N:2]([c:3]1[o:4][c:5]2[c:6]([n:7]1)[c:8]([C:12](=[O:14])[NH:18][CH:19]1[CH2:20][N:21]3[CH2:22][CH2:23][CH:24]1[CH2:25][CH2:26]3)[cH:9][cH:10][cH:11]2)[CH3:15]. Starting materials: Cl.C1(CCC1)N(CCC)[C@H]1COC2=C(C1)C(=CC=C2F)OC ((R)-3-(N-Cyclobutyl-N-n-propylamino)-8-fluoro-5-methoxy-3,4-dihydro-2H-1 -benzopyran hydrochloride), B(Br)(Br)Br (BBr3). Run in C(Cl)Cl (CH2Cl2), C(Cl)Cl (CH2Cl2). Run at temperature -40 celsius. Yields the product C1(CCC1)N(CCC)[C@H]1COC2=C(C1)C(=CC=C2F)O ((R)-3-(N-Cyclobutyl-N-n-propylamino)-8-fluoro-5-hydroxy-3,4-dihydro-2H-1-benzopyran). The yield is 98.1%. As a reaction SMILES: Cl.[CH:2]1([N:6]([C@@H:10]2[CH2:15][C:14]3[C:16]([O:21]C)=[CH:17][CH:18]=[C:19]([F:20])[C:13]=3[O:12][CH2:11]2)[CH2:7][CH2:8][CH3:9])[CH2:5][CH2:4][CH2:3]1.B(Br)(Br)Br>C(Cl)Cl>[CH:2]1([N:6]([C@@H:10]2[CH2:15][C:14]3[C:16]([OH:21])=[CH:17][CH:18]=[C:19]([F:20])[C:13]=3[O:12][CH2:11]2)[CH2:7][CH2:8][CH3:9])[CH2:3][CH2:4][CH2:5]1 |f:0.1|. Reported procedure: (R)-3-(N-Cyclobutyl-N-n-propylamino)-8-fluoro-5-methoxy-3,4-dihydro-2H-1 -benzopyran hydrochloride (1.0 g, 3.03 mmol) was dissolved in anhydrous CH2Cl2 (25 mL) and cooled to -40° C. To the solution was BBr3 (0.72 mL, 7.6 mmol), dissolved in anhydrous CH2Cl2 (4 mL), added dropwise. The cooling-bath was removed and after 2 h at room temperature the reaction was complete. The reaction was poured out onto an ice/2M NH3 solution and the CH2Cl2 portion was separated, the aqueous layer re-extracted, tw...